Dataset: the Open Reaction Database (ORD), a public repository of structured organic reaction records. Task: describe an organic reaction: reactants, conditions, products, and yield Reactants: OC1CCN(CC1)CC1=CC=C(O1)C(=O)OCC (ethyl 5-(4-hydroxypiperidinomethyl)-2-furancarboxylate), C(C)(=O)O (acetic acid). Run in N1CCCCC1 (piperidine). The product is OC1CCN(CC1)CC1=CC=C(O1)C(=O)N1CCCCC1 (1-[5-(4-hydroxypiperidinomethyl)-2-furancarbonyl]piperidine). Isolated yield 151.8%. As a reaction SMILES: [OH:1][CH:2]1[CH2:7][CH2:6][N:5]([CH2:8][C:9]2[O:13][C:12]([C:14]([O:16]CC)=O)=[CH:11][CH:10]=2)[CH2:4][CH2:3]1.[C:19](O)(=O)[CH3:20]>N1CCCCC1>[OH:1][CH:2]1[CH2:3][CH2:4][N:5]([CH2:8][C:9]2[O:13][C:12]([C:14]([N:5]3[CH2:20][CH2:19][CH2:2][CH2:3][CH2:4]3)=[O:16])=[CH:11][CH:10]=2)[CH2:6][CH2:7]1. Procedure: In 30 ml of piperidine was dissolved 7.4 g (29.25 mmol) of Compound s followed by addition of 2.7 g (45 mmol) of acetic acid, and the mixture was heated under reflux for 27 hours. After cooling, the excess piperidine was distilled off under reduced pressure and the residue was diluted with 300 ml of chloroform and washed with 3 portions of saturated aqueous sodium chloride solution. The organic layer was dried over anhydrous magnesium sulfate and the solvent was distilled off under reduced press... Reactants: COCCN(C1=NC=NC(=C1)N)CCOC (N,N-bis(2-methoxyethyl)pyrimidine-4,6-diamine), [H-].[Na+] (sodium hydride), ClC=1SC(=CN1)C#N (2-chloro-1,3-thiazole-5-carbonitrile). The product is COCCN(C1=CC(=NC=N1)NC=1SC(=CN1)C#N)CCOC (2-({6-[bis(2-methoxyethyl)amino]pyrimidin-4-yl}amino)-1,3-thiazole-5-carbonitrile). Procedure: N,N-bis(2-methoxyethyl)pyrimidine-4,6-diamine 6-2 (0.13 g, 0.58 mmol), sodium hydride (0.046 g, 1.16 mmol) and 2-chloro-1,3-thiazole-5-carbonitrile 2-2 (0.083 g, 0.58 mmol) were treated as in Scheme 4 above. The product 6-3 was purified on a C18 preparative hplc column and isolated via lyophilization. Hi-Res MS: calc: 335.1285 found: 335.1282. 1H-NMR (DMSO): 8.39 ppm (s, 1H); 8.24 ppm (s, 1H); 6.22 ppm (s, 1H); 3.65 ppm (m, 4H); 3.51 ppm (m, 4H); 3.26 ppm (s, 6H). As a reaction SMILES: [CH3:1][O:2][CH2:3][CH2:4][N:5]([CH2:13][CH2:14][O:15][CH3:16])[C:6]1[CH:11]=[C:10]([NH2:12])[N:9]=[CH:8][N:7]=1.[H-].[Na+].Cl[C:20]1[S:21][C:22]([C:25]#[N:26])=[CH:23][N:24]=1>>[CH3:16][O:15][CH2:14][CH2:13][N:5]([CH2:4][CH2:3][O:2][CH3:1])[C:6]1[N:7]=[CH:8][N:9]=[C:10]([NH:12][C:20]2[S:21][C:22]([C:25]#[N:26])=[CH:23][N:24]=2)[CH:11]=1 |f:1.2|. The reactants are C(=O)(C(F)(F)F)O (TFA), C(=O)(OC(C)(C)C)N[C@@H]1C[C@@H](CC1)CN1N=C2C=CC=CC2=C1 (N1-BOC-(1S,3R)-3-(2H-indazol-2-ylmethyl)cyclopentan-1-amine), C(=O)(OC(C)(C)C)N[C@@H]1C[C@@H](CC1)CN1N=CC2=CC=CC=C12 (N1-BOC-(1S,3R)-3-(1H-indazol-1-ylmethyl)cyclopentan-1-amine), [K+].[Br-] (KBr), FC(C(=O)O)(F)F.N1(N=CC2=CC=CC=C12)C[C@H]1C[C@H](CC1)N ((1S,3R)-3-(1H-indazol-1-ylmethyl)cyclopentan-1-amine trifluoroacetate), C(=O)(C(F)(F)F)O (TFA). The solvent is ClCCl (dichloromethane). Product: N1(N=CC2=CC=CC=C12)C[C@H]1C[C@H](CC1)NCC(=O)N1[C@@H](CCC1)C#N ((2S)-1-{2-[(1S,3R)-3-(1H-Indazol-1-ylmethyl)cyclopentylamino]acetyl}pyrrolidin-2-carbonitrile). Reaction SMILES: [C:1]([NH:8][C@H:9]1[CH2:13][CH2:12][C@@H:11]([CH2:14][N:15]2[CH:23]=[C:22]3[C:17]([CH:18]=[CH:19][CH:20]=[CH:21]3)=[N:16]2)[CH2:10]1)(OC(C)(C)C)=O.[K+].[Br-].FC(F)(F)C(O)=O.N1(C[C@@H]2CC[C@H](N)C2)C2C(=CC=CC=2)C=N1.[C:49]([NH:56][C@H:57]1[CH2:61][CH2:60][C@@H:59]([CH2:62][N:63]2C3C(=CC=CC=3)C=N2)C1)(OC(C)(C)C)=[O:50].C(O)(C(F)(F)F)=O>ClCCl>[N:15]1([CH2:14][C@@H:11]2[CH2:12][CH2:13][C@H:9]([NH:8][CH2:1][C:49]([N:56]3[CH2:57][CH2:61][CH2:60][C@H:59]3[C:62]#[N:63])=[O:50])[CH2:10]2)[C:23]2[C:22](=[CH:21][CH:20]=[CH:19][CH:18]=2)[CH:17]=[N:16]1 |f:1.2,3.4|. Procedure details: N1-BOC-(1S,3R)-3-(2H-indazol-1-ylmethyl)cyclopentan-1-amine and N1-BOC-(1S,3R)-3-(1H-indazol-2-ylmethyl)cyclopentan-1-amine: The intermediate was synthesized from 1H-indazole (967 mg, 8.18 mmol) and Intermediate 14 (2.0 g, 6.82 mmol) using 60% sodium hydride (180 mg, 7.52 mmol) in DMA (20 ml) as described in Example 26, Step 1, gave an isomeric mixture of products. The two isomers were separated by silica gel column chromatography using 40% ethyl acetate in petroleum ether. The less polar isomer... Reactants: N1CCC(CC1)CC1CCN(CC1)C(=O)OC(C)(C)C (1,1-Dimethylethyl 4-(4-piperidinylmethyl)-1-piperidinecarboxylate), [H-].[H-].[H-].[H-].[Li+].[Al+3] (LiAlH4), C(=O)OCC (Ethyl formate). Run in O1CCCC1 (tetrahydrofuran). Conditions: time 10 minute. Yields the product CN1CCC(CC1)CC1CCN(CC1)C(=O)OC(C)(C)C (1,1-Dimethylethyl 4-[(1-methyl-4-piperidinyl)methyl]-1-piperidinecarboxylate). As a reaction SMILES: [NH:1]1[CH2:6][CH2:5][CH:4]([CH2:7][CH:8]2[CH2:13][CH2:12][N:11]([C:14]([O:16][C:17]([CH3:20])([CH3:19])[CH3:18])=[O:15])[CH2:10][CH2:9]2)[CH2:3][CH2:2]1.[H-].[H-].[H-].[H-].[Li+].[Al+3].[CH:27](OCC)=O>O1CCCC1>[CH3:27][N:1]1[CH2:2][CH2:3][CH:4]([CH2:7][CH:8]2[CH2:9][CH2:10][N:11]([C:14]([O:16][C:17]([CH3:20])([CH3:19])[CH3:18])=[O:15])[CH2:12][CH2:13]2)[CH2:5][CH2:6]1 |f:1.2.3.4.5.6|. Procedure: 1,1-Dimethylethyl 4-(4-piperidinylmethyl)-1-piperidinecarboxylate (may be prepared as described in Description 2) (1.5 g), and LiAlH4 (26.6 ml of 1M solution in tetrahydrofuran) were combined in tetrahydrofuran (10 ml) and the reaction mixture stirred at room temperature for 10 min before cooling to 0° C. in an ice/water bath. Ethyl formate (5 ml) was then added dropwise. The reaction was then quenched with 3 N sodium hydroxide solution. The solid precipitate formed was filtered and washed with ... Starting materials: N1=C(C=CC=C1C)C (2,6-Lutidine), FC(C(=O)OC(C(F)(F)F)=O)(F)F (trifluoroacetic anhydride), N1(CC=CC1)C(=O)OC(C)(C)C (tert-butyl 2,5-dihydro-1H-pyrrole-1-carboxylate), F[B-](F)(F)F.FC1=C(C=C(C=C1)F)[N+]#N (2,5-difluorobenzenediazonium tetrafluoroborate). Reagents/catalysts: C(C)(=O)[O-].[Pd+2].C(C)(=O)[O-] (Palladium(II) acetate). Solvent: C1(=CC=CC=C1)C (toluene), O (water), C(Cl)(Cl)(Cl)Cl (carbon tetrachloride). Run at temperature 10 celsius. Yields the product FC1=C(C=C(C=C1)F)C1CN(C=C1)C(=O)OC(C)(C)C (tert-butyl 3-(2,5-difluorophenyl)-2,3-dihydro-1H-pyrrole-1-carboxylate). As a reaction SMILES: [N:1]1([C:6]([O:8][C:9]([CH3:12])([CH3:11])[CH3:10])=[O:7])[CH2:5][CH:4]=[CH:3][CH2:2]1.F[B-](F)(F)F.[F:18][C:19]1[CH:24]=[CH:23][C:22]([F:25])=[CH:21][C:20]=1[N+]#N.N1C(C)=CC=CC=1C.FC(F)(F)C(OC(=O)C(F)(F)F)=O>O.C(Cl)(Cl)(Cl)Cl.C1(C)C=CC=CC=1.C([O-])(=O)C.[Pd+2].C([O-])(=O)C>[F:18][C:19]1[CH:24]=[CH:23][C:22]([F:25])=[CH:21][C:20]=1[CH:3]1[CH:4]=[CH:5][N:1]([C:6]([O:8][C:9]([CH3:12])([CH3:11])[CH3:10])=[O:7])[CH2:2]1 |f:1.2,8.9.10|. Procedure: Palladium(II) acetate (67 mg, 0.30 mmol, 0.020 equiv) was added to a vigorously stirred, deoxygenated mixture of tert-butyl 2,5-dihydro-1H-pyrrole-1-carboxylate (2.59 mL, 15.0 mmol, 1 equiv) and 2,5-difluorobenzenediazonium tetrafluoroborate (2-1, 3.42 g, 15.0 mmol, 1.00 equiv) in water and carbon tetrachloride (1:1, 150 mL) at 23° C., and the resulting mixture was stirred for 20 hours. The reaction mixture was concentrated, and the residue partitioned between ethyl acetate (300 mL) and saturate... Starting materials: O.NC1=C(C=C(C=C1Cl)C(=O)C=O)Cl (4-amino-3,5-dichlorophenylglyoxal hydrate), CC(CNC(CC1=CC=CC=C1)=O)(C)N (1,1-dimethyl-2-(2-phenylacetamido)ethylamine), C(#N)[BH3-].[Na+] (Sodium cyanoborohydride). The solvent is C(C)#N (acetonitrile), C(C)(=O)O (acetic acid). Reaction conditions: time 30 minute. Product: Cl.Cl.NC1=C(C=C(C=C1Cl)C(CNC(CNC(CC1=CC=CC=C1)=O)(C)C)O)Cl (1-(4-amino-3,5-dichlorophenyl)-2-[1,1-dimethyl-2-(2-phenylacetamido)ethylamino]ethanol dihydrochloride). Isolated yield 174.6%. Reaction SMILES: O.[NH2:2][C:3]1[C:8]([Cl:9])=[CH:7][C:6]([C:10]([CH:12]=O)=[O:11])=[CH:5][C:4]=1[Cl:14].[CH3:15][C:16]([NH2:29])([CH3:28])[CH2:17][NH:18][C:19](=[O:27])[CH2:20][C:21]1[CH:26]=[CH:25][CH:24]=[CH:23][CH:22]=1.C([BH3-])#N.[Na+]>C(#N)C.C(O)(=O)C>[ClH:9].[ClH:9].[NH2:2][C:3]1[C:4]([Cl:14])=[CH:5][C:6]([CH:10]([OH:11])[CH2:12][NH:29][C:16]([CH3:28])([CH3:15])[CH2:17][NH:18][C:19](=[O:27])[CH2:20][C:21]2[CH:26]=[CH:25][CH:24]=[CH:23][CH:22]=2)=[CH:7][C:8]=1[Cl:9] |f:0.1,3.4,7.8.9|. Procedure: A mixture of 4-amino-3,5-dichlorophenylglyoxal hydrate (2.35 g.) and 1,1-dimethyl-2-(2-phenylacetamido)ethylamine (2.06 g.) in acetonitrile (50 ml.) and acetic acid (3 ml.) was stirred for 30 minutes. Sodium cyanoborohydride (1.26 g.) was then added to the reaction mixture in portions over 5 minutes. After 16 hours of stirring the mixture was evaporated and the residue was partitioned between 10% v/v aqueous acetic acid (100 ml.) and ethyl acetate (100 ml.). The organic phase was separated, drie... The reactants are O=C(O)c1cccc2cc(Oc3ccnc(F)n3)ccc12, [NH4+], [OH-]. RXN SMILES: [F:1][c:2]1[n:3][cH:4][cH:5][c:6]([O:8][c:9]2[cH:10][c:11]3[cH:12][cH:13][cH:14][c:15]([C:19](=[O:20])[OH:21])[c:16]3[cH:17][cH:18]2)[n:7]1.[NH4+:23].[OH-:22]>>[c:2]1([NH2:23])[n:3][cH:4][cH:5][c:6]([O:8][c:9]2[cH:10][c:11]3[cH:12][cH:13][cH:14][c:15]([C:19](=[O:20])[OH:21])[c:16]3[cH:17][cH:18]2)[n:7]1. The product is Nc1nccc(Oc2ccc3c(C(=O)O)cccc3c2)n1.